Dataset: the Open Reaction Database (ORD), a public repository of structured organic reaction records. Task: describe an organic reaction: reactants, conditions, products, and yield Reactants: FC(S(=O)(=O)[O-])(F)F.FC(C[I+]C1=CC=CC=C1)(F)F ((2,2,2-trifluoroethyl)phenyliodonium trifluoromethanesulfonate), C(C)NC1=CC=CC=C1 (N-ethylaniline). The solvent is C(Cl)Cl (methylene chloride). Yields the product C(C)N(C1=CC=CC=C1)CC(F)(F)F (N-ethyl-N-(2,2,2-trifluoroethyl)aniline). Yield: 98.0%. Reaction SMILES: FC(F)(F)S([O-])(=O)=O.[F:9][C:10]([F:20])([F:19])[CH2:11][I+]C1C=CC=CC=1.[CH2:21]([NH:23][C:24]1[CH:29]=[CH:28][CH:27]=[CH:26][CH:25]=1)[CH3:22]>C(Cl)Cl>[CH2:21]([N:23]([CH2:11][C:10]([F:20])([F:19])[F:9])[C:24]1[CH:29]=[CH:28][CH:27]=[CH:26][CH:25]=1)[CH3:22] |f:0.1|. Procedure: 203 mg (0.465 mmol) of (2,2,2-trifluoroethyl)phenyliodonium trifluoromethanesulfonate, 113 mg (0.931 mmol) of N-ethylaniline and 5 ml of methylene chloride were treated and worked up in the same manner as described in Reference Example 4 to obtain 92.6 mg of N-ethyl-N-(2,2,2-trifluoroethyl)aniline as an oily substance. Yield, 98%. Starting materials: C(CC)(=O)N1C(OC2=C1C=CC=C2)=O (N-propionyl-2-benzoxazolinone), C1(=CC=CC=C1)CCC=O (3-phenylpropanal). Yields the product C[C@@H](C(=O)N1C(OC2=C1C=CC=C2)=O)[C@H](CCC2=CC=CC=C2)O ((±)-N-[(2R*,3S*)-(2-Methyl-3-hydroxy-5-phenylpentanoyl)]-2-benzoxazolone). Reaction SMILES: [C:1]([N:5]1[C:9]2[CH:10]=[CH:11][CH:12]=[CH:13][C:8]=2[O:7][C:6]1=[O:14])(=[O:4])[CH2:2][CH3:3].[C:15]1([CH2:21][CH2:22][CH:23]=[O:24])[CH:20]=[CH:19][CH:18]=[CH:17][CH:16]=1>>[CH3:3][C@H:2]([C@@H:23]([OH:24])[CH2:22][CH2:21][C:15]1[CH:20]=[CH:19][CH:18]=[CH:17][CH:16]=1)[C:1]([N:5]1[C:9]2[CH:10]=[CH:11][CH:12]=[CH:13][C:8]=2[O:7][C:6]1=[O:14])=[O:4]. Procedure details: Prepared according to the method of paragraph C by reaction of N-propionyl-2-benzoxazolinone with 3-phenylpropanal. 1H-NMR (CDCl3, 400 MHz): δ 8.06 (m, 1H); 7.25 (m, 8H); 4.11 (dt, 1H, J=4,7); 3.96 (dq, 1H, J=3,7); 2.91 (m, 1H); 2.70 (m, 1H); 1.95 (m, 1H); 1.81 (m, 1H); 1.34 (t, 3H, J=7). Starting materials: C(C)(C)[N-]C(C)C.[Li+] (lithium diisopropylamide), COC=1C=CC(=C2CCC(C12)=O)C1=CC(=CC=C1)C(F)(F)F (7-methoxy-4-(3-(trifluoromethyl)phenyl)-2,3-dihydro-1H-inden-1-one), C(#N)C(=O)OC (methyl cyanoformate). The solvent is C1CCOC1 (THF). Run at time 1 hour. Product: COC=1C=CC(=C2CC(C(C12)=O)C(=O)OC)C1=CC(=CC=C1)C(F)(F)F (methyl 7-methoxy-1-oxo-4-(3-(trifluoromethyl)phenyl)-2,3-dihydro-1H-indene-2-carboxylate). The yield is 21.0%. Reaction SMILES: C([N-]C(C)C)(C)C.[Li+].[CH3:9][O:10][C:11]1[CH:12]=[CH:13][C:14]([C:21]2[CH:26]=[CH:25][CH:24]=[C:23]([C:27]([F:30])([F:29])[F:28])[CH:22]=2)=[C:15]2[C:19]=1[C:18](=[O:20])[CH2:17][CH2:16]2.C([C:33]([O:35][CH3:36])=[O:34])#N>C1COCC1>[CH3:9][O:10][C:11]1[CH:12]=[CH:13][C:14]([C:21]2[CH:26]=[CH:25][CH:24]=[C:23]([C:27]([F:28])([F:29])[F:30])[CH:22]=2)=[C:15]2[C:19]=1[C:18](=[O:20])[CH:17]([C:33]([O:35][CH3:36])=[O:34])[CH2:16]2 |f:0.1|. Procedure details: A solution of lithium diisopropylamide (2.0 M in THF, 0.18 mL, 0.36 mmol) was added to a solution of 7-methoxy-4-(3-(trifluoromethyl)phenyl)-2,3-dihydro-1H-inden-1-one (103 mg, 0.34 mmol) in THF (1.1 mL) at −78° C. After 1 h at −78° C., methyl cyanoformate (40 μL, 0.50 mmol) was added and the reaction mixture was allowed to warm to room temperature. After stirring at room temperature overnight, the reaction was quenched with saturated aqueous NH4Cl (25 mL) and extracted with EtOAc (3×40 mL). The... Reactants: COc1cc(OC)cc(C(=CC#N)c2ccc(O[Si](C)(C)C(C)(C)C)c(OC)c2)c1, C1CCOC1, CCCC[N+](CCCC)(CCCC)CCCC, [F-], O. As a reaction SMILES: [C:19]([Si:20]([CH3:21])([CH3:22])[O:24][c:25]1[c:26]([O:45][CH3:46])[cH:27][c:28]([C:31](=[CH:32][C:33]#[N:34])[c:35]2[cH:36][c:37]([O:43][CH3:44])[cH:38][c:39]([O:41][CH3:42])[cH:40]2)[cH:29][cH:30]1)([CH3:23])([CH3:47])[CH3:48].[CH2:50]1[O:51][CH2:52][CH2:53][CH2:54]1.[CH3:2][CH2:3][CH2:4][CH2:5][N+:6]([CH2:7][CH2:8][CH2:9][CH3:10])([CH2:11][CH2:12][CH2:13][CH3:14])[CH2:15][CH2:16][CH2:17][CH3:18].[F-:1].[OH2:49]>>[OH:24][c:25]1[c:26]([O:45][CH3:46])[cH:27][c:28]([C:31](=[CH:32][C:33]#[N:34])[c:35]2[cH:36][c:37]([O:43][CH3:44])[cH:38][c:39]([O:41][CH3:42])[cH:40]2)[cH:29][cH:30]1. The product is COc1cc(OC)cc(C(=CC#N)c2ccc(O)c(OC)c2)c1. The reactants are C(C=C)[C@@]1(C(N([C@@H]([C@H](C1)C1=CC(=CC=C1)Cl)C1=CC=C(C=C1)Cl)[C@H](CNS(=O)(=O)C(C)C)CC)=O)C (N-((S)-2-((3S,5R,6S)-3-allyl-5-(3-chlorophenyl)-6-(4-chlorophenyl)-3-methyl-2-oxopiperidin-1-yl)butyl)propane-2-sulfonamide), ICC (iodoethane). The product is C(C=C)[C@@]1(C(N([C@@H]([C@H](C1)C1=CC(=CC=C1)Cl)C1=CC=C(C=C1)Cl)[C@H](CN(S(=O)(=O)C(C)C)CC)CC)=O)C (N-((S)-2-((3S,5R,6S)-3-allyl-5-(3-chlorophenyl)-6-(4-chlorophenyl)-3-methyl-2-oxopiperidin-1-yl)butyl)-N-ethylpropane-2-sulfonamide). As a reaction SMILES: [CH2:1]([C@@:4]1([CH3:36])[CH2:9][C@H:8]([C:10]2[CH:15]=[CH:14][CH:13]=[C:12]([Cl:16])[CH:11]=2)[C@@H:7]([C:17]2[CH:22]=[CH:21][C:20]([Cl:23])=[CH:19][CH:18]=2)[N:6]([C@@H:24]([CH2:33][CH3:34])[CH2:25][NH:26][S:27]([CH:30]([CH3:32])[CH3:31])(=[O:29])=[O:28])[C:5]1=[O:35])[CH:2]=[CH2:3].I[CH2:38][CH3:39]>>[CH2:1]([C@@:4]1([CH3:36])[CH2:9][C@H:8]([C:10]2[CH:15]=[CH:14][CH:13]=[C:12]([Cl:16])[CH:11]=2)[C@@H:7]([C:17]2[CH:18]=[CH:19][C:20]([Cl:23])=[CH:21][CH:22]=2)[N:6]([C@@H:24]([CH2:33][CH3:34])[CH2:25][N:26]([CH2:38][CH3:39])[S:27]([CH:30]([CH3:31])[CH3:32])(=[O:28])=[O:29])[C:5]1=[O:35])[CH:2]=[CH2:3]. Procedure: The title compound was prepared from N-((S)-2-((3S,5R,6S)-3-allyl-5-(3-chlorophenyl)-6-(4-chlorophenyl)-3-methyl-2-oxopiperidin-1-yl)butyl)propane-2-sulfonamide (Example 183, Step A) by a procedure similar to the one described in Example 182, Step A, replacing iodomethane with iodoethane. MS (ESI) m/z=579 [M+H]+. Starting materials: FC(OC=1C=C(C(=CC1)N)N)(F)F (4-trifluoromethoxy-1,2-benzenediamine), [C-]#N.[Na+] (Sodium cyanide), ClCCl (Dichloromethane), BrBr (bromine). The solvent is ClCC(Cl)(Cl)Cl (tetrachloroethane), O (water), O (water), O (water). Run at time 1 hour. The product is Cl.FC(OC1=CC2=C(N=C(N2)N)C=C1)(F)F (5-Trifluoromethoxy-2-benzimidazolamine hydrochloride). RXN SMILES: [C-:1]#[N:2].[Na+].BrBr.[F:6][C:7]([F:18])([F:17])[O:8][C:9]1[CH:10]=[C:11]([NH2:16])[C:12]([NH2:15])=[CH:13][CH:14]=1.[Cl:19]CCl>O.ClCC(Cl)(Cl)Cl>[ClH:19].[F:6][C:7]([F:17])([F:18])[O:8][C:9]1[CH:14]=[CH:13][C:12]2[N:15]=[C:1]([NH2:2])[NH:16][C:11]=2[CH:10]=1 |f:0.1,7.8|. Procedure: Sodium cyanide (1.79 9), dissolved in water (5.6 cc) is added dropwise to a mixture, cooled to 0° C., of bromine (5.8 9) and water (5.6 cc). After 1 hour's contact at 0° C., a solution of 4-trifluoromethoxy-1,2-benzenediamine (7 g) in tetrachloroethane (7 cc) is added dropwise. After 2 hours at 0° C., the reaction mixture is poured into water (500 cc). Dichloromethane (500 cc) is added and the mixture is stirred for 20 minutes. After settling has taken place, the aqueous phase is separated and w... Reaction conditions: time 2 hour. The product is FC(CCOC(C(C(=O)OCCC(C(C(C(C(C(F)(F)F)(F)F)(F)F)(F)F)(F)F)(F)F)=CC1=CC=CC=C1)=O)(C(C(C(C(C(F)(F)F)(F)F)(F)F)(F)F)(F)F)F (bis(3,3,4,4,5,5,6,6,7,7,8,8,8-tridecafluorooctyl)2-benzylidenemalonate). Reaction SMILES: N1CCCCC1.[CH:7](=O)[C:8]1[CH:13]=[CH:12][CH:11]=[CH:10][CH:9]=1.[C:15]([O:42][CH2:43][CH2:44][C:45]([F:63])([F:62])[C:46]([F:61])([F:60])[C:47]([F:59])([F:58])[C:48]([F:57])([F:56])[C:49]([F:55])([F:54])[C:50]([F:53])([F:52])[F:51])(=[O:41])[CH2:16][C:17]([O:19][CH2:20][CH2:21][C:22]([F:40])([F:39])[C:23]([F:38])([F:37])[C:24]([F:36])([F:35])[C:25]([F:34])([F:33])[C:26]([F:32])([F:31])[C:27]([F:30])([F:29])[F:28])=[O:18]>>[F:39][C:22]([F:40])([C:23]([F:37])([F:38])[C:24]([F:35])([F:36])[C:25]([F:33])([F:34])[C:26]([F:31])([F:32])[C:27]([F:28])([F:29])[F:30])[CH2:21][CH2:20][O:19][C:17](=[O:18])[C:16](=[CH:7][C:8]1[CH:13]=[CH:12][CH:11]=[CH:10][CH:9]=1)[C:15]([O:42][CH2:43][CH2:44][C:45]([F:62])([F:63])[C:46]([F:60])([F:61])[C:47]([F:58])([F:59])[C:48]([F:57])([F:56])[C:49]([F:55])([F:54])[C:50]([F:53])([F:52])[F:51])=[O:41]. Reported procedure: In a 100 mL 3-neck flask, 0.7146 g of piperidine (8.358 mmol) catalyst, 1.4369 g of benzaldehyde (13.543 mmol), and 10.2061 g of bis(3,3,4,4,5,5,6,6,7,7,8,8,8-tridecafluorooctyl) malonate (12.818 mmol) were stirred at room temperature. Throughout the reaction, both a solid and liquid were observed. After two hours, some of the liquid was removed mixed with acetone to obtain a GC sample that indicated a deficiency of benzaldehyde. Approximately 1 mL of additional benzaldehyde was added. After 24 ... Reactants: N1CCCCC1 (piperidine), C(C1=CC=CC=C1)=O (benzaldehyde), C(CC(=O)OCCC(C(C(C(C(C(F)(F)F)(F)F)(F)F)(F)F)(F)F)(F)F)(=O)OCCC(C(C(C(C(C(F)(F)F)(F)F)(F)F)(F)F)(F)F)(F)F (bis(3,3,4,4,5,5,6,6,7,7,8,8,8-tridecafluorooctyl) malonate), C(C1=CC=CC=C1)=O (benzaldehyde), C(C1=CC=CC=C1)=O (benzaldehyde). Reactants: CO, O=C1OC(=O)C2C3C=CC(O3)C12, NCCO. As a reaction SMILES: [CH3:17][OH:18].[CH:1]12[CH:2]3[C:3](=[O:12])[O:4][C:5](=[O:11])[CH:6]3[CH:7]([CH:8]=[CH:9]1)[O:10]2.[NH2:13][CH2:14][CH2:15][OH:16]>>[CH:1]12[CH:2]3[C:3](=[O:12])[N:13]([CH2:14][CH2:15][OH:16])[C:5](=[O:11])[CH:6]3[CH:7]([CH:8]=[CH:9]1)[O:10]2. Yields the product O=C1C2C3C=CC(O3)C2C(=O)N1CCO. Starting materials: CN(C)C=O, Fc1ccccc1N1CCNCC1, O, CCOC(=O)Nc1n[nH]c2ccccc12. The product is O=C(Nc1n[nH]c2ccccc12)N1CCN(c2ccccc2F)CC1. RXN SMILES: [CH3:30][N:31]([CH3:32])[CH:33]=[O:34].[F:16][c:17]1[c:18]([N:23]2[CH2:24][CH2:25][NH:26][CH2:27][CH2:28]2)[cH:19][cH:20][cH:21][cH:22]1.[OH2:29].[nH:1]1[n:2][c:3]([NH:10][C:11]([O:12][CH2:13][CH3:14])=[O:15])[c:4]2[cH:5][cH:6][cH:7][cH:8][c:9]12>>[nH:1]1[n:2][c:3]([NH:10][C:11](=[O:15])[N:26]2[CH2:25][CH2:24][N:23]([c:18]3[c:17]([F:16])[cH:22][cH:21][cH:20][cH:19]3)[CH2:28][CH2:27]2)[c:4]2[cH:5][cH:6][cH:7][cH:8][c:9]12. Reactants: C(CCl)Cl (EDC), N1CCCCC1 (piperidine), CCN(C(C)C)C(C)C (DIEA), OC1=CC=CC=2NN=NC21 (hydroxybenzotriazole), S1C(=NC2=C1C=CC=C2)OC=2C=C1C=C(NC1=CC2)C(=O)O (5-(benzothiazol-2-yloxy)-1H-indole-2-carboxylic acid). Run in C(Cl)Cl (DCM). Run at time 48 hour. The product is S1C(=NC2=C1C=CC=C2)OC=2C=C1C=C(NC1=CC2)C(=O)N2CCCCC2 ([5-(Benzothiazol-2-yloxy)-1H-indol-2-yl]-piperidin-1-yl-methanone). The yield is 61.9%. As a reaction SMILES: C(Cl)CCl.[NH:5]1[CH2:10][CH2:9][CH2:8][CH2:7][CH2:6]1.CCN(C(C)C)C(C)C.OC1C2N=NNC=2C=CC=1.[S:30]1[C:34]2[CH:35]=[CH:36][CH:37]=[CH:38][C:33]=2[N:32]=[C:31]1[O:39][C:40]1[CH:41]=[C:42]2[C:46](=[CH:47][CH:48]=1)[NH:45][C:44]([C:49](O)=[O:50])=[CH:43]2>C(Cl)Cl>[S:30]1[C:34]2[CH:35]=[CH:36][CH:37]=[CH:38][C:33]=2[N:32]=[C:31]1[O:39][C:40]1[CH:41]=[C:42]2[C:46](=[CH:47][CH:48]=1)[NH:45][C:44]([C:49]([N:5]1[CH2:10][CH2:9][CH2:8][CH2:7][CH2:6]1)=[O:50])=[CH:43]2. Procedure details: To a solution of EDC (370 mg, 1.9 mmol), piperidine (0.24 mL, 0.21 g, 2.4 mmol), DIEA (0.33 mL, 0.25 g, 1.9 mmol) and hydroxybenzotriazole (257 mg, 1.9 mmol) in DCM (15 mL) was added 5-(benzothiazol-2-yloxy)-1H-indole-2-carboxylic acid (500 mg, 1.6 mmol) and the reaction mixture was stirred (rt, 48 h). The reaction mixture was partitioned between saturated NaHCO3 (10 mL) and DCM (20 mL). The organic layer was separated and the aqueous layer was extracted with DCM (2×25 mL). The organic layer was...